Dataset: the Open Reaction Database (ORD), a public repository of structured organic reaction records. Task: describe an organic reaction: reactants, conditions, products, and yield RXN SMILES: [C:1](=[O:2])([O-:3])[O-:4].[CH3:41][C:42]#[N:43].[F:28][c:29]1[cH:30][c:31]([C:32](=[O:33])[N:34]([CH3:35])[CH3:36])[cH:37][cH:38][c:39]1[F:40].[K+:5].[K+:6].[OH:7][c:8]1[cH:9][c:10]([C:11](=[O:12])[NH:13][c:14]2[n:15][n:16]([CH3:19])[cH:17][cH:18]2)[cH:20][c:21]([O:23][CH:24]([CH2:25][OH:26])[CH3:27])[cH:22]1>>[O:7]([c:8]1[cH:9][c:10]([C:11](=[O:12])[NH:13][c:14]2[n:15][n:16]([CH3:19])[cH:17][cH:18]2)[cH:20][c:21]([O:23][CH:24]([CH2:25][OH:26])[CH3:27])[cH:22]1)[c:39]1[c:29]([F:28])[cH:30][c:31]([C:32](=[O:33])[N:34]([CH3:35])[CH3:36])[cH:37][cH:38]1. Yields the product CC(CO)Oc1cc(Oc2ccc(C(=O)N(C)C)cc2F)cc(C(=O)Nc2ccn(C)n2)c1. Reactants: O=C([O-])[O-], CC#N, CN(C)C(=O)c1ccc(F)c(F)c1, [K+], [K+], CC(CO)Oc1cc(O)cc(C(=O)Nc2ccn(C)n2)c1. Reactants: C1CCOC1, O=[N+]([O-])c1cc2c(Nc3ccc(F)c(Cl)c3)ncnc2cc1F, OCC(F)F, [H-], [Na+], O. Yields the product O=[N+]([O-])c1cc2c(Nc3ccc(F)c(Cl)c3)ncnc2cc1OCC(F)F. Reaction SMILES: [CH2:32]1[O:33][CH2:34][CH2:35][CH2:36]1.[Cl:8][c:9]1[cH:10][c:11]([NH:16][c:17]2[n:18][cH:19][n:20][c:21]3[cH:22][c:23]([F:30])[c:24]([N+:27](=[O:28])[O-:29])[cH:25][c:26]23)[cH:12][cH:13][c:14]1[F:15].[F:3][CH:4]([CH2:5][OH:6])[F:7].[H-:2].[Na+:1].[OH2:31]>>[F:3][CH:4]([CH2:5][O:6][c:23]1[cH:22][c:21]2[n:20][cH:19][n:18][c:17]([NH:16][c:11]3[cH:10][c:9]([Cl:8])[c:14]([F:15])[cH:13][cH:12]3)[c:26]2[cH:25][c:24]1[N+:27](=[O:28])[O-:29])[F:7]. Reactants: F[B-](F)(F)F, CC(C)(C)c1ccc(CNCCc2ccc(F)c(C(F)(F)F)c2)cc1, CCN(C(C)C)C(C)C, O=C(O)c1c(F)c(Cl)cc2cc[nH]c12, CN(C)C=O, O, CN(C)C(On1nnc2ccccc21)=[N+](C)C. Yields the product CC(C)(C)c1ccc(CN(CCc2ccc(F)c(C(F)(F)F)c2)C(=O)c2c(F)c(Cl)cc3cc[nH]c23)cc1. RXN SMILES: [B-:15]([F:16])([F:17])([F:18])[F:19].[C:46]([CH3:47])([CH3:48])([CH3:49])[c:50]1[cH:51][cH:52][c:53]([CH2:54][NH:55][CH2:56][CH2:57][c:58]2[cH:59][c:60]([C:65]([F:66])([F:67])[F:68])[c:61]([F:64])[cH:62][cH:63]2)[cH:69][cH:70]1.[CH:37]([N:38]([CH2:39][CH3:40])[CH:41]([CH3:42])[CH3:43])([CH3:44])[CH3:45].[Cl:1][c:2]1[cH:3][c:4]2[cH:5][cH:6][nH:7][c:8]2[c:9]([C:12](=[O:13])[OH:14])[c:10]1[F:11].[O:71]=[CH:72][N:73]([CH3:74])[CH3:75].[OH2:76].[n:20]1([O:21][C:22]([N:23]([CH3:24])[CH3:25])=[N+:26]([CH3:27])[CH3:28])[c:29]2[cH:30][cH:31][cH:32][cH:33][c:34]2[n:35][n:36]1>>[Cl:1][c:2]1[cH:3][c:4]2[cH:5][cH:6][nH:7][c:8]2[c:9]([C:12](=[O:14])[N:55]([CH2:54][c:53]2[cH:52][cH:51][c:50]([C:46]([CH3:47])([CH3:48])[CH3:49])[cH:70][cH:69]2)[CH2:56][CH2:57][c:58]2[cH:59][c:60]([C:65]([F:66])([F:67])[F:68])[c:61]([F:64])[cH:62][cH:63]2)[c:10]1[F:11]. Starting materials: halogenomethane, C(Br)(Br)(Br)Br (CBr4), C1(=CC=CC=C1)P(C1=CC=CC=C1)C1=CC=CC=C1 (triphenylphosphine), (2S)-2-(2-oxo-4-(2,2-dibromovinyl)-1-pyrrolidinyl)butanoic acid 2,2-(dimethyl)ethyl ester, C(C)(C)(C)OC(=O)[C@H](CC)N1CC(CC1=O)C=O (1-[(1S)-1-(tertbutoxycarbonyl)propyl]-5-oxo-3-pyrrolidinecarboxaldehyde). Product: C1=CC=C(C=C1)P(C2=CC=CC=C2)C3=CC=CC=C3.C(Br)(Br)(Br)Br (Ph3P CBr4). RXN SMILES: C(OC([C@@H](N1C(=O)CC(C=O)C1)CC)=O)(C)(C)C.[C:19]([Br:23])([Br:22])([Br:21])[Br:20].[C:24]1([P:30]([C:37]2[CH:42]=[CH:41][CH:40]=[CH:39][CH:38]=2)[C:31]2[CH:36]=[CH:35][CH:34]=[CH:33][CH:32]=2)[CH:29]=[CH:28][CH:27]=[CH:26][CH:25]=1>>[CH:40]1[CH:39]=[CH:38][C:37]([P:30]([C:31]2[CH:36]=[CH:35][CH:34]=[CH:33][CH:32]=2)[C:24]2[CH:29]=[CH:28][CH:27]=[CH:26][CH:25]=2)=[CH:42][CH:41]=1.[C:19]([Br:23])([Br:22])([Br:21])[Br:20] |f:3.4|. Reported procedure: Alternatively to §6.2.3., halovinyl derivatives can be obtained by Wittig olefination of the 1-[(1S)-1-(tertbutoxycarbonyl)propyl]-5-oxo-3-pyrrolidinecarboxaldehyde 396 in the presence of a phosphine and an halogenomethane. For example, (2S)-2-(2-oxo-4-(2,2-dibromovinyl)-1-pyrrolidinyl)butanoic acid 2,2-(dimethyl)ethyl ester is obtained from aldehyde 396 and CBr4 in the presence of triphenylphosphine. The reactants are CC(C)(C)OC(=O)N1CCN(c2nccnc2Cl)CC1, [Na+], C1COCCO1, [OH-], O, OCCS. Yields the product CC(C)(C)OC(=O)N1CCN(c2nccnc2SCCO)CC1. Reaction SMILES: [Cl:7][c:8]1[n:9][cH:10][cH:11][n:12][c:13]1[N:14]1[CH2:15][CH2:16][N:17]([C:20](=[O:21])[O:22][C:23]([CH3:24])([CH3:25])[CH3:26])[CH2:18][CH2:19]1.[Na+:2].[O:28]1[CH2:29][CH2:30][O:31][CH2:32][CH2:33]1.[OH-:1].[OH2:27].[SH:3][CH2:4][CH2:5][OH:6]>>[S:3]([CH2:4][CH2:5][OH:6])[c:8]1[n:9][cH:10][cH:11][n:12][c:13]1[N:14]1[CH2:15][CH2:16][N:17]([C:20](=[O:21])[O:22][C:23]([CH3:24])([CH3:25])[CH3:26])[CH2:18][CH2:19]1. Reactants: CC1(C(C2=CC=CC=C2C1)=C1CCN(CC1)C)C (4-(2,2-dimethylindane-1-ylidene)-1-methyl-piperidine), ClC(=O)OCC (ethyl chloroformate). The solvent is C1(=CC=CC=C1)C (toluene). Yields the product CC1(C(C2=CC=CC=C2C1)=C1CCNCC1)C (4-(2,2-dimethylindane-1-ylidene)piperidine). Reaction SMILES: [CH3:1][C:2]1([CH3:18])[CH2:10][C:9]2[C:4](=[CH:5][CH:6]=[CH:7][CH:8]=2)[C:3]1=[C:11]1[CH2:16][CH2:15][N:14](C)[CH2:13][CH2:12]1.ClC(OCC)=O>C1(C)C=CC=CC=1>[CH3:1][C:2]1([CH3:18])[CH2:10][C:9]2[C:4](=[CH:5][CH:6]=[CH:7][CH:8]=2)[C:3]1=[C:11]1[CH2:16][CH2:15][NH:14][CH2:13][CH2:12]1. Procedure: 43 g 4-(2,2-dimethylindane-1-ylidene)-1-methyl-piperidine and 65 g ethyl chloroformate in 800 ml toluene are refluxed for 3 hours. After cooling, the solution is washed with 1 N hydrochloric acid and water, dried over magnesium sulfate and the toluene distilled off. The oily residue is then refluxed for 6 hours in 90 ml n-butanol and 9 g potassium hydroxide. The reaction mixture is cooled, filtered, diluted with ether and shaken out with water until neutral. The organic phase is then dried over ...